This data is from the Open Reaction Database (ORD), a public repository of structured organic reaction records. The task is: describe an organic reaction: reactants, conditions, products, and yield Starting materials: NC=1C2=C(N=CN1)NC=CC2=O (4-aminopyrido[2,3-d]pyrimidin-5(8H)-one), C(=O)([O-])[O-].[Cs+].[Cs+] (Cs2CO3), ClCC=1C(=NC2=C(C=CC=C2C1)C)C1=C(C=CC=C1)Cl (3-(chloromethyl)-2-(2-chlorophenyl)-8-methyl-quinoline). Run in CN(C)C=O (DMF). Reaction conditions: temperature 140 celsius, time 2.5 hour. The product is NC=1C2=C(N=CN1)N(C=CC2=O)CC=2C(=NC1=C(C=CC=C1C2)C)C2=C(C=CC=C2)Cl (4-amino-8-((2-(2-chlorophenyl)-8-methylquinolin-3-yl)methyl)pyrido[2,3-d]pyrimidin-5(8H)-one). RXN SMILES: [NH2:1][C:2]1[C:3]2[C:11](=[O:12])[CH:10]=[CH:9][NH:8][C:4]=2[N:5]=[CH:6][N:7]=1.C([O-])([O-])=O.[Cs+].[Cs+].Cl[CH2:20][C:21]1[C:22]([C:32]2[CH:37]=[CH:36][CH:35]=[CH:34][C:33]=2[Cl:38])=[N:23][C:24]2[C:29]([CH:30]=1)=[CH:28][CH:27]=[CH:26][C:25]=2[CH3:31]>CN(C=O)C>[NH2:1][C:2]1[C:3]2[C:11](=[O:12])[CH:10]=[CH:9][N:8]([CH2:20][C:21]3[C:22]([C:32]4[CH:37]=[CH:36][CH:35]=[CH:34][C:33]=4[Cl:38])=[N:23][C:24]4[C:29]([CH:30]=3)=[CH:28][CH:27]=[CH:26][C:25]=4[CH3:31])[C:4]=2[N:5]=[CH:6][N:7]=1 |f:1.2.3|. Reported procedure: To a mixture of 4-aminopyrido[2,3-d]pyrimidin-5(8H)-one (0.1 g, 0.616 mmol), Cs2CO3 (0.3013 g, 0.925 mmol, 1.5 eq), and KI (0.0102 g, 0.0616 mmol, 0.1 eq) in DMF (2 mL) was added 3-(chloromethyl)-2-(2-chlorophenyl)-8-methyl-quinoline (0.2049 g, 0.678 mmol, 1.1 eq) and the mixture was stirred at 140° C. for 2.5 h. The mixture was concentrated under reduced pressure. The crude product was purified by column chromatography on a 40 g of Redi-Sep™ column using 0 to 100% gradient of EtOAc in hexane ov... Solvent: C(C)(=O)OCC (ethyl acetate), O1CCOCC1 (dioxane). Reaction SMILES: [C:1]([O:5][C:6]([N:8]1[CH2:12][CH2:11][CH2:10][CH:9]1[C:13]1[NH:14][C:15]([C:18]2[CH:31]=[CH:30][C:29]3[C:28]4[C:23](=[CH:24][C:25](Br)=[CH:26][CH:27]=4)[CH2:22][CH2:21][C:20]=3[CH:19]=2)=[CH:16][N:17]=1)=[O:7])([CH3:4])([CH3:3])[CH3:2].C([Sn](CCCC)(CCCC)[C:38]([O:40]CC)=[CH2:39])CCC.O.C1C(=O)N([Br:59])C(=O)C1>O1CCOCC1.C(OCC)(=O)C>[C:1]([O:5][C:6]([N:8]1[CH2:12][CH2:11][CH2:10][CH:9]1[C:13]1[NH:14][C:15]([C:18]2[CH:31]=[CH:30][C:29]3[C:28]4[C:23](=[CH:24][C:25]([C:38](=[O:39])[CH2:40][Br:59])=[CH:26][CH:27]=4)[CH2:22][CH2:21][C:20]=3[CH:19]=2)=[CH:16][N:17]=1)=[O:7])([CH3:4])([CH3:3])[CH3:2]. Reported procedure: Pd(Ph3)4 (15 mg, 0.015 mmol) and PdCl2(Ph3)2 (10 mg, 0.015 mmol) were added to a mixture 2-[5-(7-bromo-9,10-dihydro-phenanthren-2-yl)-1H-imidazol-2-yl]-pyrrolidine-1-carboxylic acid tert-butyl ester (180 mg, 0.37 mmol) and tributyl(1-ethoxyvinyl)tin (0.15 mL, 0.44 mL) in 5 mL dioxane. The reaction mixture was flushed with nitrogen, heated at 80° C. for 16 hours, then cooled to ambient temperature. Water (1.5 mL) and NBS (78 mg, 0.44 mmol) was added and the mixture was stirred at room temperature... Starting materials: O (Water), C1CC(=O)N(C1=O)Br (NBS), Pd(Ph3)4, PdCl2(Ph3)2, C(C)(C)(C)OC(=O)N1C(CCC1)C=1NC(=CN1)C1=CC=2CCC3=CC(=CC=C3C2C=C1)Br (2-[5-(7-bromo-9,10-dihydro-phenanthren-2-yl)-1H-imidazol-2-yl]-pyrrolidine-1-carboxylic acid tert-butyl ester), C(CCC)[Sn](C(=C)OCC)(CCCC)CCCC (tributyl(1-ethoxyvinyl)tin). Run at temperature 80 celsius, time 40 minute. The product is C(C)(C)(C)OC(=O)N1C(CCC1)C=1NC(=CN1)C1=CC=2CCC3=CC(=CC=C3C2C=C1)C(CBr)=O (2-{5-[7-(2-Bromo-acetyl)-9,10-dihydro-phenanthren-2-yl]-1H-imidazol-2-yl}-pyrrolidine-1-carboxylic acid tert-butyl ester). Starting materials: S(=O)(Cl)Cl (thionyl chloride), 18, FC(OC=1C=C(C(=O)NC=2C(C(=O)O)=CC=CC2)C=CC1)F (N-(3-difluoromethoxybenzoyl)-anthranilic acid). Solvent: ClCCCl (1,2-dichloroethane). Reaction conditions: time 4 hour. Product: FC(OC=1C=C(C=CC1)C1=NC2=C(C(O1)=O)C=CC=C2)F (2-(3'-difluoromethoxy-phenyl)-3,1-benzoxazin-4-one). Reaction SMILES: S(Cl)(Cl)=O.[F:5][CH:6]([F:26])[O:7][C:8]1[CH:9]=[C:10]([CH:23]=[CH:24][CH:25]=1)[C:11]([NH:13][C:14]1[C:15](=[CH:19][CH:20]=[CH:21][CH:22]=1)[C:16]([OH:18])=[O:17])=O>ClCCCl>[F:5][CH:6]([F:26])[O:7][C:8]1[CH:9]=[C:10]([C:11]2[O:17][C:16](=[O:18])[C:15]3[CH:19]=[CH:20][CH:21]=[CH:22][C:14]=3[N:13]=2)[CH:23]=[CH:24][CH:25]=1. Reported procedure: 25 parts by weight of 3-difluoromethoxybenzoyl chloride and 12.2 parts by weight of triethylamine are added over 15 minutes, from 2 separate feeds, to a stirred mixture of 16.6 parts by weight of anthranilic acid in 360 parts by weight of 1,2-dichloroethane at 25°-30° C. After stirring for 2 hours at 25° C., the reaction mixture is extracted with 0.5 N hydrochloric acid and with water. The organic phase is then extracted with four times 100 parts of 0.5 N sodium hydroxide solution, and the extra... Starting materials: COC(C1=CC(=NC=C1)Cl)=O (methyl-2-chloroisonicotinate), CC(=O)C (acetone), C[O-].[Na+] (sodium methoxide). The solvent is C1CCOC1 (THF). Conditions: time 30 minute. Product: ClC1=NC=CC(=C1)C(CC(C)=O)=O (1-(2-chloro-4-pyridinyl)-1,3-butanedione). The yield is 36.2%. RXN SMILES: CO[C:3](=[O:11])[C:4]1[CH:9]=[CH:8][N:7]=[C:6]([Cl:10])[CH:5]=1.[CH3:12][C:13]([CH3:15])=[O:14].C[O-].[Na+]>C1COCC1>[Cl:10][C:6]1[CH:5]=[C:4]([C:3](=[O:11])[CH2:12][C:13](=[O:14])[CH3:15])[CH:9]=[CH:8][N:7]=1 |f:2.3|. Reported procedure: To a solution of methyl-2-chloroisonicotinate (11.93 g, 69.53 mmol) in THF (200 mL) was added acetone (14.19 mL, 153 mmol). The solution was warmed to 35° C. when sodium methoxide (94.13 g, 76.48 mmol) was added sequentially over 20 minutes. The mixture was stirred for 30 minutes, and then brought to reflux for 2.5 hours. The solvent was removed under reduced pressure and then taken up in ethyl acetate. The resulting solution was washed with saturated sodium bicarbonate solution and brine, dried... Starting materials: CCO, Cc1cc(Cl)nc2cc3c(cc12)OC(C)(C)C1OC31, N, O. Yields the product Cc1cc(Cl)nc2cc3c(cc12)OC(C)(C)C(O)C3N. RXN SMILES: [CH3:22][CH2:23][OH:24].[Cl:1][c:2]1[n:3][c:4]2[cH:5][c:6]3[c:7]([cH:8][c:9]2[c:10]([CH3:12])[cH:11]1)[O:13][C:14]([CH3:18])([CH3:19])[CH:15]1[CH:16]3[O:17]1.[NH3:21].[OH2:20]>>[Cl:1][c:2]1[n:3][c:4]2[cH:5][c:6]3[c:7]([cH:8][c:9]2[c:10]([CH3:12])[cH:11]1)[O:13][C:14]([CH3:18])([CH3:19])[CH:15]([OH:17])[CH:16]3[NH2:21]. Reactants: OC(CC)C=1N=CN2C1CN(C(C1=C2C=CC=C1)=O)C (4,5-dihydro-3-(1-hydroxypropyl)-5-methyl-6H-imidazo[1,5-a][1,4]benzodiazepin-6-one). The reagents and catalysts are [O-2].[O-2].[Mn+4] (manganese dioxide). Solvent: C(Cl)Cl (methylene chloride). Run at time 2 hour. Product: CN1CC=2N(C3=C(C1=O)C=CC=C3)C=NC2C(CC)=O (4,5-dihydro-5-methyl-3-propionyl-6H-imidazo[1,5-a][1,4]benzodiazepin-6-one). Reaction SMILES: [OH:1][CH:2]([C:5]1[N:6]=[CH:7][N:8]2[C:14]3[CH:15]=[CH:16][CH:17]=[CH:18][C:13]=3[C:12](=[O:19])[N:11]([CH3:20])[CH2:10][C:9]=12)[CH2:3][CH3:4]>[O-2].[O-2].[Mn+4].C(Cl)Cl>[CH3:20][N:11]1[C:12](=[O:19])[C:13]2[CH:18]=[CH:17][CH:16]=[CH:15][C:14]=2[N:8]2[CH:7]=[N:6][C:5]([C:2](=[O:1])[CH2:3][CH3:4])=[C:9]2[CH2:10]1 |f:1.2.3|. Procedure details: A mixture of 1.84 g (6.8 mmol) of 4,5-dihydro-3-(1-hydroxypropyl)-5-methyl-6H-imidazo[1,5-a][1,4]benzodiazepin-6-one, 16 g of manganese dioxide and 150 ml of methylene chloride is stirred at room temperature under an argon atmosphere for 2 hours. The manganese dioxide is filtered off under suction over a glass filter and the filtrate is evaporated in vacuo. After recrystallisation of the residue from 100 ml of ethyl acetate, there is obtained 4,5-dihydro-5-methyl-3-propionyl-6H-imidazo[1,5-a][1,... Starting materials: C(C)(C)N(CCN)C(C)C (N′,N′-diisopropyl-ethane-1,2-diamine), CN1CCOCC1 (N-methyl-morpholine), C(C)(C)(C)OC(N[C@@H](CC1=CC=CC=C1)C(NCCN(C(C)C)C(C)C)=O)=O ([(S)-1-(2-Diisopropylamino-ethylcarbamoyl)-2-phenyl-ethyl]-carbamic acid tert-butyl ester), C=1C=CC2=C(C1)N=NN2O (HOBT), CCN=C=NCCCN(C)C.Cl (EDCl), C(C)(C)(C)OC(=O)N[C@H](C(=O)O)CC1=CC=CC=C1 ((S)-2-tert-butoxycarbonylamino-3-phenyl-propionic acid). The solvent is CN(C)C=O (DMF), CCOC(=O)C (EtOAc), O (Water), CN(C)C=O (DMF). Run at time 8 hour. Yields the product ClC1=CC=C(OC2=CC=C(C=C2)NC(N[C@H](C(=O)NCCN(C(C)C)C(C)C)CC2=CC=CC=C2)=O)C=C1 ((S)-2-{3-[4-(4-Chloro-phenoxy)-phenyl]-ureido}-N-(2-diisopropylamino-ethyl)-3-phenyl-propionamide). Isolated yield 72.0%. Reaction SMILES: C(O[C:6](=[O:28])[NH:7][C@H:8]([C:16](=[O:27])[NH:17][CH2:18][CH2:19][N:20]([CH:24]([CH3:26])[CH3:25])[CH:21]([CH3:23])[CH3:22])[CH2:9][C:10]1[CH:15]=[CH:14][CH:13]=[CH:12][CH:11]=1)(C)(C)C.[CH:29]1[CH:30]=[CH:31][C:32]2[N:37](O)N=N[C:33]=2[CH:34]=1.CCN=C=N[CH2:44][CH2:45][CH2:46]N(C)C.[ClH:50].C(OC(N[C@@H:59]([CH2:63]C1C=CC=CC=1)[C:60](O)=[O:61])=O)(C)(C)C.C(N(C(C)C)CCN)(C)C.CN1CCOCC1>CN(C=O)C.CCOC(C)=O.O>[Cl:50][C:44]1[CH:45]=[CH:46][C:60]([O:61][C:29]2[CH:34]=[CH:33][C:32]([NH:37][C:6](=[O:28])[NH:7][C@@H:8]([CH2:9][C:10]3[CH:11]=[CH:12][CH:13]=[CH:14][CH:15]=3)[C:16]([NH:17][CH2:18][CH2:19][N:20]([CH:21]([CH3:22])[CH3:23])[CH:24]([CH3:25])[CH3:26])=[O:27])=[CH:31][CH:30]=2)=[CH:59][CH:63]=1 |f:2.3|. Reported procedure: [(S)-1-(2-Diisopropylamino-ethylcarbamoyl)-2-phenyl-ethyl]-carbamic acid tert-butyl ester. HOBT (1.2 g, 8.49 mmol) and EDCl (1.6 g, 8.49 mmol) were added to a solution of (S)-2-tert-butoxycarbonylamino-3-phenyl-propionic acid in DMF (11 mL). Following the addition of a solution of N′,N′-diisopropyl-ethane-1,2-diamine (0.978 g, 6.8 mmol) in DMF (2 mL), N-methyl-morpholine (1.1 g, 11.3 mmol) was added dropwise. The reaction mixture was stirred at rt overnight. Water (20 mL) and EtOAc (30 mL) were ... The reactants are CCOC(=O)CBr, CC1CC(NC(=O)OC(C)(C)C)C(=O)N1, C1CCOC1, C[Si](C)(C)[N-][Si](C)(C)C, [Cl-], [NH4+], [Na+]. The product is CCOC(=O)CN1C(=O)C(NC(=O)OC(C)(C)C)CC1C. RXN SMILES: [Br:26][CH2:27][C:28](=[O:29])[O:30][CH2:31][CH3:32].[C:1]([CH3:2])([CH3:3])([CH3:4])[O:5][C:6]([NH:7][CH:8]1[C:9](=[O:14])[NH:10][CH:11]([CH3:13])[CH2:12]1)=[O:15].[CH2:35]1[O:36][CH2:37][CH2:38][CH2:39]1.[CH3:16][Si:17]([N-:18][Si:19]([CH3:20])([CH3:21])[CH3:22])([CH3:23])[CH3:24].[Cl-:33].[NH4+:34].[Na+:25]>>[C:1]([CH3:2])([CH3:3])([CH3:4])[O:5][C:6]([NH:7][CH:8]1[C:9](=[O:14])[N:10]([CH2:27][C:28](=[O:29])[O:30][CH2:31][CH3:32])[CH:11]([CH3:13])[CH2:12]1)=[O:15]. Reactants: C1COCCO1, CC(C)(C)OC(=O)N1CCOC(CNC(=O)Nc2ccc(Cl)cc2)C1, Cl. Product: O=C(NCC1CNCCO1)Nc1ccc(Cl)cc1. RXN SMILES: [CH2:27]1[O:28][CH2:29][CH2:30][O:31][CH2:32]1.[Cl:1][c:2]1[cH:3][cH:4][c:5]([NH:8][C:9](=[O:10])[NH:11][CH2:12][CH:13]2[O:14][CH2:15][CH2:16][N:17]([C:19]([O:20][C:21]([CH3:22])([CH3:23])[CH3:24])=[O:25])[CH2:18]2)[cH:6][cH:7]1.[ClH:26]>>[Cl:1][c:2]1[cH:3][cH:4][c:5]([NH:8][C:9](=[O:10])[NH:11][CH2:12][CH:13]2[O:14][CH2:15][CH2:16][NH:17][CH2:18]2)[cH:6][cH:7]1.